From a dataset of the Open Reaction Database (ORD), a public repository of structured organic reaction records. describe an organic reaction: reactants, conditions, products, and yield Starting materials: C(#N)C1=CC=C(C=C1)CSC=1SC2=C(N1)C=CC(=C2)[N+](=O)[O-] (2-[(4-cyanophenyl)methylthio]-6-nitro-benzothiazole). The reagents and catalysts are [Fe] (iron). Solvent: C(C)(=O)O (acetic acid). The product is C(#N)C1=CC=C(C=C1)CSC=1SC2=C(N1)C=CC(=C2)N (2-[(4-cyanophenyl)methylthio]-6-amino-benzothiazole). RXN SMILES: [C:1]([C:3]1[CH:8]=[CH:7][C:6]([CH2:9][S:10][C:11]2[S:12][C:13]3[CH:19]=[C:18]([N+:20]([O-])=O)[CH:17]=[CH:16][C:14]=3[N:15]=2)=[CH:5][CH:4]=1)#[N:2]>C(O)(=O)C.[Fe]>[C:1]([C:3]1[CH:4]=[CH:5][C:6]([CH2:9][S:10][C:11]2[S:12][C:13]3[CH:19]=[C:18]([NH2:20])[CH:17]=[CH:16][C:14]=3[N:15]=2)=[CH:7][CH:8]=1)#[N:2]. Procedure details: A suspension of 1.0 g (3.05 mmol) of 2-[(4-cyanophenyl)methylthio]-6-nitro-benzothiazole is heated to boiling in 60 ml glacial acetic acid until a clear solution is formed. Then 2.0 g (36 mmol) of iron powder is added in two batches and the resulting mixture is refluxed for 5 minutes. It is filtered, and the filtrate is concentrated in vacuo. The crude product is made alkaline by the addition of conc. ammonia and purified by flash chromatography (silica gel, ethyl acetate/petroleum ether=20:80 t... The reactants are Cc1ccccc1, CS(C)=O, ClCCl, O=C(Cl)C(=O)Cl, N#N, OCc1ncccc1OCCOC1CCCCO1, O. The product is O=Cc1ncccc1OCCOC1CCCCO1. Reaction SMILES: [CH3:34][c:35]1[cH:36][cH:37][cH:38][cH:39][cH:40]1.[CH3:9][S:10]([CH3:11])=[O:12].[Cl:31][CH2:32][Cl:33].[Cl:3][C:4]([C:5]([Cl:6])=[O:7])=[O:8].[N:1]#[N:2].[O:13]1[CH:14]([O:19][CH2:20][CH2:21][O:22][c:23]2[c:24]([CH2:29][OH:30])[n:25][cH:26][cH:27][cH:28]2)[CH2:15][CH2:16][CH2:17][CH2:18]1.[OH2:41]>>[O:13]1[CH:14]([O:19][CH2:20][CH2:21][O:22][c:23]2[c:24]([CH:29]=[O:30])[n:25][cH:26][cH:27][cH:28]2)[CH2:15][CH2:16][CH2:17][CH2:18]1. Reactants: O (water), C1(CCCC1)OC=1C=C(C=CC1OC)C1CC(N(C1)CC(=O)[O-])=O (4-(3-Cyclopentyloxy-4-methoxyphenyl)-2-pyrrolidone-1-acetate), solution, [OH-].[K+] (potassium hydroxide). Run in CO (methanol). Conditions: time 10 hour. Yields the product C1(CCCC1)OC=1C=C(C=CC1OC)C1CC(N(C1)CC(=O)O)=O (4-(3-cyclopentyloxy-4-methoxyphenyl)-2-pyrrolidone-1-acetic acid). Yield: 100.8%. RXN SMILES: [CH:1]1([O:6][C:7]2[CH:8]=[C:9]([CH:15]3[CH2:19][N:18]([CH2:20][C:21]([O-:23])=[O:22])[C:17](=[O:24])[CH2:16]3)[CH:10]=[CH:11][C:12]=2[O:13][CH3:14])[CH2:5][CH2:4][CH2:3][CH2:2]1.[OH-].[K+].O>CO>[CH:1]1([O:6][C:7]2[CH:8]=[C:9]([CH:15]3[CH2:19][N:18]([CH2:20][C:21]([OH:23])=[O:22])[C:17](=[O:24])[CH2:16]3)[CH:10]=[CH:11][C:12]=2[O:13][CH3:14])[CH2:5][CH2:4][CH2:3][CH2:2]1 |f:1.2|. Reported procedure: 4-(3-Cyclopentyloxy-4-methoxyphenyl)-2-pyrrolidone-1-acetate (250 mg, 0.72 mmol) was treated with 8 ml of a 1M solution of potassium hydroxide in 95% methanol. After 10 hours, the reaction solution was acidified with 2NHCl to pH 3 and 30 ml of water was added and the resulting mixture was extracted with 60 ml of ethyl acetate twice. The organic layer was concentrated and chromatographed (methanol/dichloromethane 5:100) to give 242 mg (quantitative yield) of 4-(3-cyclopentyloxy-4-methoxyphenyl)-2...